From a dataset of the Open Reaction Database (ORD), a public repository of structured organic reaction records. describe an organic reaction: reactants, conditions, products, and yield Reactants: COC1=CC2=C(SC(=C2)C(=O)O)C=C1OC (5,6-Dimethoxy-benzo[b]thiophene-2-carboxylic acid), C(C)O (ethanol). Product: C(C)OC(=O)C1=CC2=C(S1)C=C(C(=C2)OC)OC (5,6-dimethoxy-benzo[b]thiophene-2-carboxylic acid ethyl ester). RXN SMILES: [CH3:1][O:2][C:3]1[C:14]([O:15][CH3:16])=[CH:13][C:6]2[S:7][C:8]([C:10]([OH:12])=[O:11])=[CH:9][C:5]=2[CH:4]=1.[CH2:17](O)[CH3:18]>>[CH2:17]([O:11][C:10]([C:8]1[S:7][C:6]2[CH:13]=[C:14]([O:15][CH3:16])[C:3]([O:2][CH3:1])=[CH:4][C:5]=2[CH:9]=1)=[O:12])[CH3:18]. Procedure: 5,6-Dimethoxy-benzo[b]thiophene-2-carboxylic acid (10 g) was suspended in ethanol (80 ml) and the mixture was stirred and heated at reflux for 5 hours. The resultant solution was evaporated to dryness and then crystallised from dichlolormethane:methanol to give 5,6-dimethoxy-benzo[b]thiophene-2-carboxylic acid ethyl ester as a white solid (9.5 g), m.p. 84°-85° C. The reactants are C(C)(C)C1=CC=C(OC2CCC(CC2)=O)C=C1 (4-(4-isopropylphenoxy)-1-cyclohexanone), N[C@H](C(C)(C)S)C(=O)O (D-penicillamine), C(C)(=O)OCC (ethyl acetate). The solvent is C(C)O (ethanol), O (water), O (water). Reaction conditions: time 4 hour. The product is C(C)(C)C1=CC=C(OC2CCC3(N[C@H](C(S3)(C)C)C(=O)O)CC2)C=C1 ((3S)-8-(4-isopropylphenoxy)-2,2-dimethyl-1-thia-4-azaspiro[4.5]decane-3-carboxylic acid). The yield is 68.2%. RXN SMILES: [CH:1]([C:4]1[CH:17]=[CH:16][C:7]([O:8][CH:9]2[CH2:14][CH2:13][C:12](=O)[CH2:11][CH2:10]2)=[CH:6][CH:5]=1)([CH3:3])[CH3:2].[NH2:18][C@@H:19]([C:24]([OH:26])=[O:25])[C:20]([SH:23])([CH3:22])[CH3:21].C(OCC)(=O)C>C(O)C.O>[CH:1]([C:4]1[CH:17]=[CH:16][C:7]([O:8][CH:9]2[CH2:14][CH2:13][C:12]3([S:23][C:20]([CH3:22])([CH3:21])[C@H:19]([C:24]([OH:26])=[O:25])[NH:18]3)[CH2:11][CH2:10]2)=[CH:6][CH:5]=1)([CH3:3])[CH3:2]. Reported procedure: In a mixture of 0.70 ml of ethanol and 0.30 ml of water were dissolved 0.30 g of 4-(4-isopropylphenoxy)-1-cyclohexanone and 0.21 g of D-penicillamine. The solution thus formed was stirred at ambient temperature for 4 hours. The reaction mixture was poured into a solvent mixture consisting of water and ethyl acetate, and the organic layer was separated. The organic layer was washed successively with water and saturated aqueous solution of sodium chloride and dried over anhydrous magnesium sulfate...